Dataset: the Open Reaction Database (ORD), a public repository of structured organic reaction records. Task: describe an organic reaction: reactants, conditions, products, and yield The reactants are C(OC)([O-])[O-] (Methyl orthoformate), CON=C(C(=O)OCC)C(C)=O (ethyl 2-methoxyimino-3-oxobutyrate), CO (methanol), resultant solution, C(OC)([O-])[O-] (methyl orthoformate). Reaction conditions: time 2.5 hour. Yields the product CON=C(C(=O)OCC)C(C)(OC)OC (ethyl 2-methoxyimino-3,3-dimethoxybutyrate). As a reaction SMILES: [CH:1]([O-])([O-])[O:2]C.[CH3:6][O:7][N:8]=[C:9]([C:15](=[O:17])[CH3:16])[C:10]([O:12][CH2:13][CH3:14])=[O:11].[CH3:18]O>>[CH3:6][O:7][N:8]=[C:9]([C:15]([O:2][CH3:1])([O:17][CH3:18])[CH3:16])[C:10]([O:12][CH2:13][CH3:14])=[O:11]. Procedure details: Methyl orthoformate (31.8 g) and "Amberlist 15" (trademark) (1.7 g) were added to a stirred solution of ethyl 2-methoxyimino-3-oxobutyrate (syn isomer, 17.3 g) in dry methanol (50 ml) and stirred at 50° to 60° C. for 2.5 hours. To the resultant solution was added methyl orthoformate (10.6 g) and stirred for 2 hours. The solution was allowed to stand in refrigerator overnight and stirred at 50° to 60° C. for 2 hours. After evaporating methanol in vacuo, diethyl ether (100 ml) and water (50 ml) we... Reactants: [H-].[Na+] (sodium hydride), ClC(C(OC1=CC=C(C=C1)C=CC(=O)C1(CC1)Cl)(F)F)F (1-chloro-cyclopropyl 4-(2-chloro-1,1,2-trifluoroethoxy)-phenyl-ethenyl ketone), ice water, [I-].C[S+](=O)(C)C (trimethylsulphoxonium iodide), O1CCCC1 (tetrahydrofuran). Solvent: mixture, CS(=O)C (dimethyl sulphoxide), CS(=O)C (dimethyl sulphoxide), CS(=O)C (dimethyl sulphoxide). Conditions: temperature 0 celsius. The product is ClC1(CC1)C1(OC1)C=CC1=CC=C(C=C1)OC(C(F)Cl)(F)F (2-(1-chloro-cyclopropyl)-2-[4-(2-chloro-1,1,2-trifluoroethoxy)-phenylethenyl]-oxirane). Isolated yield 89.0%. RXN SMILES: [I-].C[S+](C)(C)=O.[H-].[Na+].O1CCC[CH2:10]1.[Cl:14][CH:15]([F:34])[C:16]([F:33])([F:32])[O:17][C:18]1[CH:23]=[CH:22][C:21]([CH:24]=[CH:25][C:26]([C:28]2([Cl:31])[CH2:30][CH2:29]2)=[O:27])=[CH:20][CH:19]=1>CS(C)=O>[Cl:31][C:28]1([C:26]2([CH:25]=[CH:24][C:21]3[CH:22]=[CH:23][C:18]([O:17][C:16]([F:32])([F:33])[CH:15]([Cl:14])[F:34])=[CH:19][CH:20]=3)[CH2:10][O:27]2)[CH2:29][CH2:30]1 |f:0.1,2.3|. Reported procedure: A solution of 6.35 g (0.031 mole) of trimethylsulphoxonium iodide in 20 ml of dimethyl sulphoxide is added at -15° C. with stirring to a suspension of 0.75 g (0.031 mole) of sodium hydride in 25 ml of a mixture of dimethyl sulphoxide: tetrahydrofuran =3:2. After warming the reaction mixture to 0° C., a solution of 9.6 g (0.028 mole) of 1-chloro-cyclopropyl 4-(2-chloro-1,1,2-trifluoroethoxy)-phenyl-ethenyl ketone in 15 ml of dimethyl sulphoxide is added dropwise with stirring. The mixture is subs... The reactants are CCOC(=O)C1=NC=C(N1CC1=NOC(=C1)C=1SC(=CC1)Cl)C(=O)OC(C)(C)C (3-[5-(5-Chloro-thiophen-2-yl)-isoxazol-3-ylmethyl]-3H-imidazole-2,4-dicarboxylic acid 4-tert-butyl ester 2-ethyl ester), solution, Cl (HCl). Solvent: CC(C)O (2-propanol). Conditions: time 24 hour. Yields the product CCOC(=O)C1=NC=C(N1CC1=NOC(=C1)C=1SC(=CC1)Cl)C(=O)O (3-[5-(5-Chloro-thiophen-2-yl)-isoxazol-3-ylmethyl]-3H-imidazole-2,4-dicarboxylic acid 2-ethyl ester). The yield is 66.9%. Reaction SMILES: [CH3:1][CH2:2][O:3][C:4]([C:6]1[N:10]([CH2:11][C:12]2[CH:16]=[C:15]([C:17]3[S:18][C:19]([Cl:22])=[CH:20][CH:21]=3)[O:14][N:13]=2)[C:9]([C:23]([O:25]C(C)(C)C)=[O:24])=[CH:8][N:7]=1)=[O:5].Cl>CC(O)C>[CH3:1][CH2:2][O:3][C:4]([C:6]1[N:10]([CH2:11][C:12]2[CH:16]=[C:15]([C:17]3[S:18][C:19]([Cl:22])=[CH:20][CH:21]=3)[O:14][N:13]=2)[C:9]([C:23]([OH:25])=[O:24])=[CH:8][N:7]=1)=[O:5]. Reported procedure: To 24 mg of 3-[5-(5-Chloro-thiophen-2-yl)-isoxazol-3-ylmethyl]-3H-imidazole-2,4-dicarboxylic acid 4-tert-butyl ester 2-ethyl ester was added a 5 M solution of HCl in 2-propanol (2 mL). The mixture was stirred for 24 h at RT, concentrated in vacuo and the residue was purified by preparative HPLC (C18 reverse phase column, elution with a H2O/MeCN gradient with 0.1% TFA). The fractions containing the product were evaporated to provide 14 mg of the title compound as a pale yellow solid. Yield: 14 mg... Reactants: C1(=CC=CC=C1)C(N1C=NC(=C1)CCCO)(C1=CC=CC=C1)C1=CC=CC=C1 (3-(1-triphenylmethyl-1H-imidazol-4-yl)propanol), [Cl-].C1(CC1)C[Na] (cyclopropylmethylsodium chloride). Product: N1C=NC(=C1)CCCOCC1CC1 (Cyclopropylmethyl 3-(1H-imidazol-4-yl)propyl ether). RXN SMILES: C1(C(C2C=CC=CC=2)(C2C=CC=CC=2)[N:8]2[CH:12]=[C:11]([CH2:13][CH2:14][CH2:15][OH:16])[N:10]=[CH:9]2)C=CC=CC=1.[Cl-].[CH:30]1([CH2:33][Na])[CH2:32][CH2:31]1>>[NH:8]1[CH:12]=[C:11]([CH2:13][CH2:14][CH2:15][O:16][CH2:33][CH:30]2[CH2:32][CH2:31]2)[N:10]=[CH:9]1 |f:1.2|. Procedure: 5 mmol of 3-(1-triphenylmethyl-1H-imidazol-4-yl)propanol and 10 mmol of cyclopropylmethylsodium chloride are treated as described in Example 5. The title compound is crystallized in the form of hydrogen maleate from ethanol and diethyl ether. Starting materials: C(C)N(C1=C(C=C(C=C1)N)C)CCO (N-ethyl-N-(2-hydroxyethyl)-2-methyl-p-phenylenediamine), S(O)(O)(=O)=O (sulfuric acid), S(O)(O)(=O)=O (sulfuric acid). Conditions: time 30 minute. Product: S(=O)(=O)(O)O.C(C)N(C1=C(C=C(C=C1)N)C)CCO (N-ethyl-N-(2-hydroxyethyl)-2-methyl-p-phenylenediamine sulfate). Yield: 94.0%. Reaction SMILES: [CH2:1]([N:3]([CH2:12][CH2:13][OH:14])[C:4]1[CH:9]=[CH:8][C:7]([NH2:10])=[CH:6][C:5]=1[CH3:11])[CH3:2].[S:15](=[O:19])(=[O:18])([OH:17])[OH:16]>>[S:15]([OH:19])([OH:18])(=[O:17])=[O:16].[CH2:1]([N:3]([CH2:12][CH2:13][OH:14])[C:4]1[CH:9]=[CH:8][C:7]([NH2:10])=[CH:6][C:5]=1[CH3:11])[CH3:2] |f:2.3|. Procedure: A three-neck, 5 liter round bottom flask contained 328.0 g. of N-ethyl-N-(2-hydroxyethyl)-2-methyl-p-phenylenediamine (assay 98.0%, 1.655 moles), and was equipped with an overhead agitator, an addition funnel, and a reflux condenser. The flask was carefully purged with nitrogen to remove any residual oxygen. The flask was charged with 2,150 g of anhydrous ethyl alcohol and 32 g of water. The solution was agitated at room temperature for ten minutes. The addition funnel was charged with 96% sulfu... Starting materials: [Cr] (chromium), oxide, S(O)(O)(=O)=O (sulphuric acid), C(C)O (ethyl alcohol), S(=O)(=O)([O-])[O-] (sulphate), [Cr] (chromium), [Cr] (chromium), N[C@@H](CCSC)C(=O)O (methionine), oxide. Procedure details: Two grams of chromium plus 6 oxide (0.02 mol) is reacted with 0.03 moles of sulphuric acid in the presence of 0.04 moles of ethyl alcohol. The chromium plus 6 oxide is reduced to chromium plus 3 sulphate. The reaction mixture is heated and boiled until the solution turns green and no odor of acctaldehyde is given off. Thereafter 2.98 grams of L methionine is added and the mixture is heated on a steam bath until a dark green colored paste forms. The mixture is dried in a hot air oven and instrume... Product: S(=O)(=O)([O-])[O-].N[C@@H](CCSC)C(=O)O.[Cr+3].S(=O)(=O)([O-])[O-].S(=O)(=O)([O-])[O-].[Cr+3] (Chromium Methionine Sulfate). RXN SMILES: [Cr:1].[S:2](=[O:6])(=[O:5])([OH:4])[OH:3].C(O)C.[S:10]([O-:14])([O-:13])(=[O:12])=[O:11].[NH2:15][C@H:16]([C:21]([OH:23])=[O:22])[CH2:17][CH2:18][S:19][CH3:20]>>[S:2]([O-:6])([O-:5])(=[O:4])=[O:3].[NH2:15][C@H:16]([C:21]([OH:23])=[O:22])[CH2:17][CH2:18][S:19][CH3:20].[Cr+3:1].[S:10]([O-:14])([O-:13])(=[O:12])=[O:11].[S:2]([O-:6])([O-:5])(=[O:4])=[O:3].[Cr+3:1] |f:5.6.7.8.9.10|. The reactants are CC1(CC(NC2=CC=C(C=C12)C(=O)OCC)C1=C(C=CC=C1)NS(=O)(=O)C=1C=NC=CC1)C (ethyl 4,4-dimethyl-2-(2-(pyridine-3-sulfonamido)phenyl)-1,2,3,4-tetrahydroquinoline-6-carboxylate), O.[OH-].[Li+] (lithium hydroxide monohydrate), [OH-].[Na+] (sodium hydroxide). Run in C(C)O (ethanol), O (water). Reaction conditions: temperature 85 celsius, time 8 hour. Product: CC1(CC(NC2=CC=C(C=C12)C(=O)O)C1=C(C=CC=C1)NS(=O)(=O)C=1C=NC=CC1)C (4,4-dimethyl-2-[2-(pyridine-3-sulfonylamino)-phenyl]-1,2,3,4-tetrahydro-quinoline-6-carboxylic acid). RXN SMILES: [CH3:1][C:2]1([CH3:33])[C:11]2[C:6](=[CH:7][CH:8]=[C:9]([C:12]([O:14]CC)=[O:13])[CH:10]=2)[NH:5][CH:4]([C:17]2[CH:22]=[CH:21][CH:20]=[CH:19][C:18]=2[NH:23][S:24]([C:27]2[CH:28]=[N:29][CH:30]=[CH:31][CH:32]=2)(=[O:26])=[O:25])[CH2:3]1.O.[OH-].[Li+].[OH-].[Na+]>C(O)C.O>[CH3:1][C:2]1([CH3:33])[C:11]2[C:6](=[CH:7][CH:8]=[C:9]([C:12]([OH:14])=[O:13])[CH:10]=2)[NH:5][CH:4]([C:17]2[CH:22]=[CH:21][CH:20]=[CH:19][C:18]=2[NH:23][S:24]([C:27]2[CH:28]=[N:29][CH:30]=[CH:31][CH:32]=2)(=[O:26])=[O:25])[CH2:3]1 |f:1.2.3,4.5|. Reported procedure: To a stirred solution of ethyl 4,4-dimethyl-2-(2-(pyridine-3-sulfonamido)phenyl)-1,2,3,4-tetrahydroquinoline-6-carboxylate (crude 0.62 mmol) in ethanol was added a solution of lithium hydroxide monohydrate (129 mg, 3.08 mmol) and sodium hydroxide (50 mg, 1.23 mmol) in water (1.5 mL) at room temperature. The reaction mixture was stirred at 85° C. overnight. The reaction mixture was concentrated in vacuo. The residue was diluted with water, adjusted pH=3˜4 by 1M aqueous hydrochloric acid, extracte...